Dataset: the Open Reaction Database (ORD), a public repository of structured organic reaction records. Task: describe an organic reaction: reactants, conditions, products, and yield Reactants: [H-].[Na+] (Sodium hydride), CC(C(=O)OCC)C(=O)OCC (diethyl methylmalonate), O (water), BrCC1=NC(=CC2=CC=CC=C12)C1=CC=CC=C1 (1-bromomethyl-3-phenylisoquinoline). Run in O1CCCC1 (tetrahydrofuran), O1CCCC1 (tetrahydrofuran), O1CCCC1 (tetrahydrofuran). Conditions: time 1 hour. Product: CC(C(=O)O)CC1=NC(=CC2=CC=CC=C12)C1=CC=CC=C1 (α-Methyl-3-phenyl-1isoquinolinepropanoic acid). Yield: 72.8%. RXN SMILES: [H-].[Na+].[CH3:3][CH:4]([C:10](OCC)=O)[C:5]([O:7]CC)=[O:6].BrC[C:17]1[C:26]2[C:21](=[CH:22][CH:23]=[CH:24][CH:25]=2)[CH:20]=[C:19]([C:27]2[CH:32]=[CH:31][CH:30]=[CH:29][CH:28]=2)[N:18]=1.O>O1CCCC1>[CH3:3][CH:4]([CH2:10][C:17]1[C:26]2[C:21](=[CH:22][CH:23]=[CH:24][CH:25]=2)[CH:20]=[C:19]([C:27]2[CH:32]=[CH:31][CH:30]=[CH:29][CH:28]=2)[N:18]=1)[C:5]([OH:7])=[O:6] |f:0.1|. Procedure: Sodium hydride (2.1 g, 60% strength in oil) and anhydrous tetrahydrofuran (50 cc) are placed under nitrogen. A solution of diethyl methylmalonate (9.1 g) in anhydrous tetrahydrofuran (50 cc) is added dropwise. Stirring is continued for 1 hour at room temperature (approximately 20° C.) and a solution of 1-bromomethyl-3-phenylisoquinoline (10.4 g) in anhydrous tetrahydrofuran (100 cc) is added. After 20 hours of contact, water (200 cc) is added and the aqueous phase extracted with ethyl acetate (3...